This data is from the Open Reaction Database (ORD), a public repository of structured organic reaction records. The task is: describe an organic reaction: reactants, conditions, products, and yield The reactants are OO (hydrogen peroxide), alkaline earth metal hydroxide, C([O-])(O)=O (bicarbonate), C([O-])(O)=O.[Na+] (sodium bicarbonate), C([O-])([O-])=O (carbonate), CC1=CC(CC(=O)C1)(C)C (beta-isophorone), C(=O)O.OO (formic acid hydrogen peroxide), CC1=CC(CC(=O)C1)(C)C (beta-isophorone), oxide. Solvent: C(=O)O (formic acid). The product is CC1=CC(=O)CC(C1O)(C)C (4-hydroxyisophorone). RXN SMILES: OO.[CH3:3][C:4]1[CH2:10][C:8](=[O:9])[CH2:7][C:6]([CH3:12])([CH3:11])[CH:5]=1.C(O)=[O:14].OO.C(=O)([O-])[O-].C(=O)(O)[O-].C(=O)(O)[O-].[Na+]>C(O)=O>[CH3:3][C:4]1[CH:5]([OH:14])[C:6]([CH3:12])([CH3:11])[CH2:7][C:8](=[O:9])[CH:10]=1 |f:2.3,6.7|. Procedure details: The process of the present invention is relatively simple technically. Inexpensive commercial chemicals are used as reagents. For example, formic acid and 30% hydrogen peroxide solution are placed in a stirred apparatus in a molar ratio of from about 1:1 to about 5:1 in a temperature range between 0° C. and 100° C., and about 0.5 to 2.5 moles, preferably 1 mole of beta-isophorone is added slowly. The formic acid/hydrogen peroxide mixture may also be added to the beta-isophorone. Gentle cooling m... Reaction SMILES: [Cl:16][c:17]1[cH:18][c:19]([S:24](=[O:25])(=[O:26])[Cl:27])[cH:20][cH:21][c:22]1[Cl:23].[H-:14].[Na+:15].[O:28]=[CH:29][N:30]([CH3:31])[CH3:32].[nH:1]1[c:2]([C:10](=[O:11])[O:12][CH3:13])[cH:3][c:4]2[cH:5][cH:6][cH:7][cH:8][c:9]12>>[n:1]1([S:24]([c:19]2[cH:18][c:17]([Cl:16])[c:22]([Cl:23])[cH:21][cH:20]2)(=[O:25])=[O:26])[c:2]([C:10](=[O:11])[O:12][CH3:13])[cH:3][c:4]2[cH:5][cH:6][cH:7][cH:8][c:9]12. Starting materials: O=S(=O)(Cl)c1ccc(Cl)c(Cl)c1, [H-], [Na+], CN(C)C=O, COC(=O)c1cc2ccccc2[nH]1. Product: COC(=O)c1cc2ccccc2n1S(=O)(=O)c1ccc(Cl)c(Cl)c1. Starting materials: [H-].[Al+3].[Li+].[H-].[H-].[H-] (Lithium aluminum hydride), S(=O)(=O)([O-])[O-].[Na+].[Na+] (sodium sulfate), C(C)OC(C1=CN=C(C=C1)C1=CC=CC=C1)=O (6-phenylnicotinic acid ethyl ester), [OH-].[Na+] (sodium hydroxide). Solvent: O1CCCC1 (tetrahydrofuran), O (water). Reaction conditions: time 12 hour. The product is C1(=CC=CC=C1)C1=CC=C(C=N1)CO ((6-phenylpyridin-3-yl)methanol). The yield is 99.3%. RXN SMILES: [H-].[Al+3].[Li+].[H-].[H-].[H-].C([O:9][C:10](=O)[C:11]1[CH:16]=[CH:15][C:14]([C:17]2[CH:22]=[CH:21][CH:20]=[CH:19][CH:18]=2)=[N:13][CH:12]=1)C.[OH-].[Na+].S([O-])([O-])(=O)=O.[Na+].[Na+]>O1CCCC1.O>[C:17]1([C:14]2[N:13]=[CH:12][C:11]([CH2:10][OH:9])=[CH:16][CH:15]=2)[CH:22]=[CH:21][CH:20]=[CH:19][CH:18]=1 |f:0.1.2.3.4.5,7.8,9.10.11|. Procedure details: Lithium aluminum hydride (3.50 g) was suspended in tetrahydrofuran (200 mL), 6-phenylnicotinic acid ethyl ester (21.0 g) synthesized in Reference Example 19 was added under ice-cooling, and the mixture was stirred at room temperature for 12 hr. The reaction mixture was ice-cooled, water (5 mL) and aqueous sodium hydroxide solution (1 mol/L, 10 mL) were successively added dropwise. After warming to room temperature, the mixture was stirred for 1 hr. Anhydrous sodium sulfate was added to the react... Reported procedure: N-hexadecylimidazole was synthesized from imidazole and hexadecyl bromide with reference to the document (T. G. Traylor et al., J. Am. Chem. Soc., 115, 4808-4813 (1993)). Starting materials: N1C=NC=C1 (imidazole), C(CCCCCCCCCCCCCCC)Br (hexadecyl bromide). Product: C(CCCCCCCCCCCCCCC)N1C=NC=C1 (N-hexadecylimidazole). Reaction SMILES: [NH:1]1[CH:5]=[CH:4][N:3]=[CH:2]1.[CH2:6](Br)[CH2:7][CH2:8][CH2:9][CH2:10][CH2:11][CH2:12][CH2:13][CH2:14][CH2:15][CH2:16][CH2:17][CH2:18][CH2:19][CH2:20][CH3:21]>>[CH2:21]([N:1]1[CH:5]=[CH:4][N:3]=[CH:2]1)[CH2:20][CH2:19][CH2:18][CH2:17][CH2:16][CH2:15][CH2:14][CH2:13][CH2:12][CH2:11][CH2:10][CH2:9][CH2:8][CH2:7][CH3:6]. Starting materials: ClC=1C=NC(=C(C(=O)NC2(CC2)C2=CC=C(C(=O)OC)C=C2)C1)N1CC(C1)NC1=C(C=C(C=C1)F)F (methyl 4-(1-(5-chloro-2-(3-((2,4-difluorophenyl)amino)azetidin-1-yl)nicotinamido)cyclopropyl)benzoate), FC=1C=NC(=NC1)OC1CN(C1)C1=C(C(=O)O)C=C(C=N1)C(F)(F)F (2-(3-((5-fluoropyrimidin-2-yl)oxy)azetidin-1-yl)-5-(trifluoromethyl)nicotinic acid), Cl.NC1(CC1)C1=CC=C(C(=O)OC)C=C1 (methyl 4-(1-aminocyclopropyl)benzoate hydrochloride). The product is FC=1C=NC(=NC1)OC1CN(C1)C1=C(C(=O)NC2(CC2)C2=CC=C(C(=O)OC)C=C2)C=C(C=N1)C(F)(F)F (methyl 4-(1-(2-(3-((5-fluoropyrimidin-2-yl)oxy)azetidin-1-yl)-5-(trifluoromethyl)nicotinamido)cyclopropyl)benzoate). Reaction SMILES: ClC1C=NC(N2CC(NC3C=CC(F)=CC=3F)C2)=C(C=1)C([NH:9][C:10]1([C:13]2[CH:22]=[CH:21][C:16]([C:17]([O:19][CH3:20])=[O:18])=[CH:15][CH:14]=2)[CH2:12][CH2:11]1)=O.[F:37][C:38]1[CH:39]=[N:40][C:41]([O:44][CH:45]2[CH2:48][N:47]([C:49]3[N:57]=[CH:56][C:55]([C:58]([F:61])([F:60])[F:59])=[CH:54][C:50]=3[C:51]([OH:53])=O)[CH2:46]2)=[N:42][CH:43]=1.Cl.NC1(C2C=CC(C(OC)=O)=CC=2)CC1>>[F:37][C:38]1[CH:43]=[N:42][C:41]([O:44][CH:45]2[CH2:48][N:47]([C:49]3[N:57]=[CH:56][C:55]([C:58]([F:61])([F:60])[F:59])=[CH:54][C:50]=3[C:51]([NH:9][C:10]3([C:13]4[CH:22]=[CH:21][C:16]([C:17]([O:19][CH3:20])=[O:18])=[CH:15][CH:14]=4)[CH2:12][CH2:11]3)=[O:53])[CH2:46]2)=[N:40][CH:39]=1 |f:2.3|. Procedure: The title compound (D182) (36 mg) was prepared according to the experimental procedure described in Description (D169) starting from 2-(3-((5-fluoropyrimidin-2-yl)oxy)azetidin-1-yl)-5-(trifluoromethyl)nicotinic acid (D131) (42 mg, 0.117 mmol) and methyl 4-(1-aminocyclopropyl)benzoate hydrochloride (D7) (27 mg, 0.117 mmol).